Dataset: the Open Reaction Database (ORD), a public repository of structured organic reaction records. Task: describe an organic reaction: reactants, conditions, products, and yield Starting materials: ClC1=CC=C(C=C1)C1=CC(C(O1)(C)C)=O (5-(4-chlorophenyl)-2,2-dimethylfuran-3(2H)-one), C1CC(=O)N(C1=O)Br (NBS). The solvent is C(Cl)Cl (DCM), C(Cl)(Cl)Cl (CHCl3). Conditions: time 1 hour. The product is BrC=1C(C(OC1C1=CC=C(C=C1)Cl)(C)C)=O (4-bromo-5-(4-chlorophenyl)-2,2-dimethylfuran-3(2H)-one). Isolated yield 51.0%. RXN SMILES: [Cl:1][C:2]1[CH:7]=[CH:6][C:5]([C:8]2[O:12][C:11]([CH3:14])([CH3:13])[C:10](=[O:15])[CH:9]=2)=[CH:4][CH:3]=1.C1C(=O)N([Br:23])C(=O)C1>C(Cl)(Cl)Cl.C(Cl)Cl>[Br:23][C:9]1[C:10](=[O:15])[C:11]([CH3:13])([CH3:14])[O:12][C:8]=1[C:5]1[CH:6]=[CH:7][C:2]([Cl:1])=[CH:3][CH:4]=1. Reported procedure: To stirred solution of crude 5-(4-chlorophenyl)-2,2-dimethylfuran-3(2H)-one (2.1 g, 13.0 mmol) in CHCl3 (15 mL), NBS (3.93 g, 22.10 mmol) was added portionwise at RT. The reaction mixture was stirred for 1 h and then diluted with DCM (100 mL). The combined organic layers were washed with water (50 mL) and brine (30 mL), dried over Na2SO4, filtered, and then concentrated in vacuo to obtain the crude product. The crude material was purified via silica gel column chromatography to afford 4-bromo-5-... Solvent: CC(CC)=O (2-butanone). Conditions: time 7 hour. Product: COC1=CC(OC(=C1)CC)=O (4-methoxy-6-ethyl-2-pyrone). Procedure details: A suspension of 4-hydroxy-4-ethyl-2-pyrone (360 mg, 0.00257 mol), dimethyl sulphate (0.3 ml) and potassium carbonate (1 gm) in 2-butanone was heated at reflux with stirring for 7 hours. The mixture was cooled, filtered and the filtrate was evaporated to give an oil. This oil was further purified by column chromatography (Whatman LPS-II silica gel, 30% ethyl acetate:pet. ether 30-60) to yield 4-methoxy-6-ethyl-2-pyrone (370 mg), m.p. 54°-55° C., IR (KBr): 1730, 1710, 1650, 1570 cm-1. Anal. calcd.... RXN SMILES: [OH:1][C:2]1([CH2:9][CH3:10])[CH:7]=[CH:6][O:5][C:4](=O)C1.S([O:16][CH3:17])(OC)(=O)=O.[C:18](=O)([O-])[O-].[K+].[K+]>CC(=O)CC>[CH3:4][O:5][C:6]1[CH:7]=[C:2]([CH2:9][CH3:10])[O:1][C:17](=[O:16])[CH:18]=1 |f:2.3.4|. Reactants: OC1(CC(OC=C1)=O)CC (4-hydroxy-4-ethyl-2-pyrone), S(=O)(=O)(OC)OC (dimethyl sulphate), C([O-])([O-])=O.[K+].[K+] (potassium carbonate). Reactants: [N-]=[N+]=[N-].[Na+] (Sodium azide), F[C@@H]1CN(CC[C@H]1OS(=O)(=O)C)C(=O)OC(C)(C)C ((trans)-tert-butyl 3-fluoro-4-(methylsulfonyloxy)piperidine-1-carboxylate). Run in O (water), C(Cl)Cl (methylene chloride), CN(C)C=O (DMF). Conditions: temperature 115 celsius. Product: N(=[N+]=[N-])[C@@H]1[C@@H](CN(CC1)C(=O)OC(C)(C)C)F ((cis)-tert-butyl 4-azido-3-fluoropiperidine-1-carboxylate). Reaction SMILES: [N-:1]=[N+:2]=[N-:3].[Na+].[F:5][C@H:6]1[C@H:11](OS(C)(=O)=O)[CH2:10][CH2:9][N:8]([C:17]([O:19][C:20]([CH3:23])([CH3:22])[CH3:21])=[O:18])[CH2:7]1>CN(C=O)C.O.C(Cl)Cl>[N:1]([C@H:11]1[CH2:10][CH2:9][N:8]([C:17]([O:19][C:20]([CH3:22])([CH3:21])[CH3:23])=[O:18])[CH2:7][C@H:6]1[F:5])=[N+:2]=[N-:3] |f:0.1|. Procedure: Sodium azide (4.045 g, 62.22 mmol) was added to a solution of (trans)-tert-butyl 3-fluoro-4-(methylsulfonyloxy)piperidine-1-carboxylate (3.700 g, 12.44 mmol) dissolved in DMF (25 mL). The reaction was heated to 115° C. for 24 hours. The mixture was cooled and diluted with water and methylene chloride. After separation, the organic layer was dried over Na2SO, filtered and concentrated in vacuo to provide the desired product (quantitative yield).